From a dataset of the Open Reaction Database (ORD), a public repository of structured organic reaction records. describe an organic reaction: reactants, conditions, products, and yield The reactants are O=C([O-])[O-], O=C(OCc1ccccc1)C1CNC(=O)N1C(=O)OCc1ccccc1, CI, CC(C)=O, [K+], [K+]. Product: CN1CC(C(=O)OCc2ccccc2)N(C(=O)OCc2ccccc2)C1=O. As a reaction SMILES: [C:27](=[O:28])([O-:29])[O-:30].[CH2:1]([c:2]1[cH:3][cH:4][cH:5][cH:6][cH:7]1)[O:8][C:9](=[O:10])[N:11]1[C:12](=[O:26])[NH:13][CH2:14][CH:15]1[C:16](=[O:17])[O:18][CH2:19][c:20]1[cH:21][cH:22][cH:23][cH:24][cH:25]1.[CH3:33][I:34].[CH3:35][C:36](=[O:37])[CH3:38].[K+:31].[K+:32]>>[CH2:1]([c:2]1[cH:3][cH:4][cH:5][cH:6][cH:7]1)[O:8][C:9](=[O:10])[N:11]1[C:12](=[O:26])[N:13]([CH3:27])[CH2:14][CH:15]1[C:16](=[O:17])[O:18][CH2:19][c:20]1[cH:21][cH:22][cH:23][cH:24][cH:25]1. Reactants: N#Cc1cc(S(=O)(=O)Cl)ccc1F, Cl, [Na+], [OH-], O, Nc1ncns1. Yields the product N#Cc1cc(S(=O)(=O)Nc2ncns2)ccc1F. RXN SMILES: [C:9](#[N:10])[c:11]1[cH:12][c:13]([S:18](=[O:19])(=[O:20])[Cl:21])[cH:14][cH:15][c:16]1[F:17].[ClH:22].[Na+:2].[OH-:1].[OH2:23].[s:3]1[n:4][cH:5][n:6][c:7]1[NH2:8]>>[s:3]1[n:4][cH:5][n:6][c:7]1[NH:8][S:18]([c:13]1[cH:12][c:11]([C:9]#[N:10])[c:16]([F:17])[cH:15][cH:14]1)(=[O:19])=[O:20]. Solvent: C(C)O (ethanol). The reactants are Cl.O.N1CCC(CC1)=O (4-piperidone monohydrate hydrochloride), Cl.COC1=CC=C(C=C1)NN (4-methoxyphenylhydrazine hydrochloride). Reported procedure: A suspension of 4-piperidone monohydrate hydrochloride (1.0 g, 6.5 mmol) and 4-methoxyphenylhydrazine hydrochloride (1.14 g, 6.5 mmol) in ethanol (17 ml) is kept stirring at reflux overnight. The resulting solid is filtered off and washed with diethyl ether to afford crude sub-title compound, which is used without further purification: tR (LC-1) 0.38; ESI-MS (positive ion): m/z 203.19 [M+H]+ (calcd 202.25 for C12H14N2O). As a reaction SMILES: Cl.O.[NH:3]1[CH2:8][CH2:7][C:6](=O)[CH2:5][CH2:4]1.Cl.[CH3:11][O:12][C:13]1[CH:18]=[CH:17][C:16]([NH:19]N)=[CH:15][CH:14]=1>C(O)C>[CH3:11][O:12][C:13]1[CH:18]=[CH:17][C:16]2[NH:19][C:6]3[CH2:5][CH2:4][NH:3][CH2:8][C:7]=3[C:15]=2[CH:14]=1 |f:0.1.2,3.4|. The product is COC1=CC=2C3=C(NC2C=C1)CCNC3 (8-Methoxy-2,3,4,5-tetrahydro-1H-pyrido[4,3-b]indole). Reactants: O=C1CCC(=O)N1Br, O=C(OOC(=O)c1ccccc1)c1ccccc1, Cc1c(-c2ccccc2)sc2ccc(Cl)cc12, ClC(Cl)(Cl)Cl. The product is Clc1ccc2sc(-c3ccccc3)c(CBr)c2c1. RXN SMILES: [Br:18][N:19]1[C:20](=[O:21])[CH2:22][CH2:23][C:24]1=[O:25].[C:26]([O:27][O:28][C:29](=[O:30])[c:31]1[cH:32][cH:33][cH:34][cH:35][cH:36]1)(=[O:37])[c:38]1[cH:39][cH:40][cH:41][cH:42][cH:43]1.[Cl:1][c:2]1[cH:3][cH:4][c:5]2[c:6]([c:7]([CH3:16])[c:8](-[c:10]3[cH:11][cH:12][cH:13][cH:14][cH:15]3)[s:9]2)[cH:17]1.[Cl:44][C:45]([Cl:46])([Cl:47])[Cl:48]>>[Cl:1][c:2]1[cH:3][cH:4][c:5]2[c:6]([c:7]([CH2:16][Br:18])[c:8](-[c:10]3[cH:11][cH:12][cH:13][cH:14][cH:15]3)[s:9]2)[cH:17]1.